The task is: describe an organic reaction: reactants, conditions, products, and yield. This data is from the Open Reaction Database (ORD), a public repository of structured organic reaction records. Starting materials: O1CCN(CC1)CCO (morpholino-2-ethanol), ClC=1N=C(C2=C(N1)N=CC(=C2)[N+](=O)[O-])N2CCOCC2 (Chloro-4-morpholino-6-nitro-pyrido[2,3-d]pyrimidine), [Na] (Sodium). Solvent: O1CCCC1 (tetrahydrofuran). Conditions: time 8 hour. Yields the product N1(CCOCC1)C=1C2=C(N=C(N1)OCCN1CCOCC1)N=CC(=C2)[N+](=O)[O-] (4-morpholin-4-yl-2-(2-morpholin-4-yl-ethoxy)-6-nitro-pyrido[2,3-d]pyrimidine). Isolated yield 57.2%. Reaction SMILES: Cl[C:2]1[N:3]=[C:4]([N:15]2[CH2:20][CH2:19][O:18][CH2:17][CH2:16]2)[C:5]2[CH:11]=[C:10]([N+:12]([O-:14])=[O:13])[CH:9]=[N:8][C:6]=2[N:7]=1.[O:21]1[CH2:26][CH2:25][N:24]([CH2:27][CH2:28][OH:29])[CH2:23][CH2:22]1.[Na]>O1CCCC1>[N:15]1([C:4]2[C:5]3[CH:11]=[C:10]([N+:12]([O-:14])=[O:13])[CH:9]=[N:8][C:6]=3[N:7]=[C:2]([O:29][CH2:28][CH2:27][N:24]3[CH2:25][CH2:26][O:21][CH2:22][CH2:23]3)[N:3]=2)[CH2:20][CH2:19][O:18][CH2:17][CH2:16]1 |^1:29|. Reported procedure: Chloro-4-morpholino-6-nitro-pyrido[2,3-d]pyrimidine (4.4 g; 15 mmol) was dissolved in tetrahydrofuran (100 mL). To the solution was added morpholino-2-ethanol (2.4 g; 18 mmol), and it was chilled in a dry ice bath. Sodium 400 mg; 18 mmol). was then added, and it was allowed to warm to room temperature and stirred overnight. The solvent was then evaporated, and the solid was dissolved in dichloromethane (50 mL), washed with water (3×10 mL), dried over magnesium sulfate, and purified by column chr... Reactants: OC(C1=CC=CC=C1)C=1C=C(C=CC1)N(S(=O)(=O)CC)CC=1C=NC=CC1 (N-(3-(α-hydroxybenzyl)phenyl)-N-(ethylsulfonyl)pyrid-3-ylmethylamine), CCN(CC)S(F)(F)F (DAST), C(=O)(O)[O-].[Na+] (NaHCO3). Run in C(Cl)Cl (DCM). Run at time 8 hour. Yields the product FC(C1=CC=CC=C1)C=1C=C(C=CC1)N(S(=O)(=O)CC)CC=1C=NC=CC1 (N-(3-(α-Fluorobenzyl)phenyl)-N-(ethanesulfonyl)pyrid-3-ylmethylamine). As a reaction SMILES: O[CH:2]([C:9]1[CH:10]=[C:11]([N:15]([CH2:21][C:22]2[CH:23]=[N:24][CH:25]=[CH:26][CH:27]=2)[S:16]([CH2:19][CH3:20])(=[O:18])=[O:17])[CH:12]=[CH:13][CH:14]=1)[C:3]1[CH:8]=[CH:7][CH:6]=[CH:5][CH:4]=1.CCN(S(F)(F)[F:34])CC.C([O-])(O)=O.[Na+]>C(Cl)Cl>[F:34][CH:2]([C:9]1[CH:10]=[C:11]([N:15]([CH2:21][C:22]2[CH:23]=[N:24][CH:25]=[CH:26][CH:27]=2)[S:16]([CH2:19][CH3:20])(=[O:18])=[O:17])[CH:12]=[CH:13][CH:14]=1)[C:3]1[CH:8]=[CH:7][CH:6]=[CH:5][CH:4]=1 |f:2.3|. Reported procedure: To a solution of N-(3-(α-hydroxybenzyl)phenyl)-N-(ethylsulfonyl)pyrid-3-ylmethylamine (0.106 g, 2.77 mmol) in DCM was added DAST (0.040 mL, 3.05 mmol). The reaction was stirred overnight and poured into saturated NaHCO3 solution and extracted with EtOAc, dried over MgSO4, filtered, and concentrated. The residue was chromatographed on silica gel with 2:1 DCM/EtOAc to give the title compound as a clear oil. 1H NMR: 8.47 (dd,J=4.9, 1.5 Hz, 1H), 8.33 (d,J=2.0 Hz, 1H), 7.63 (dt,J=7.8, 2.0 Hz, 1H), 7.... The reactants are CCOC(=O)CCN(CCC(=O)OCC)c1ccc(OC)cc1, CC[O-], CCO, [Na+], Cc1ccccc1C. The product is CCOC(=O)C1CN(c2ccc(OC)cc2)CCC1=O. RXN SMILES: [CH3:1][O:2][c:3]1[cH:4][cH:5][c:6]([N:9]([CH2:10][CH2:11][C:12]([O:14][CH2:13][CH3:15])=[O:16])[CH2:17][CH2:18][C:19](=[O:20])[O:21][CH2:22][CH3:23])[cH:7][cH:8]1.[CH3:25][CH2:26][O-:27].[CH3:36][CH2:37][OH:38].[Na+:24].[c:28]1([CH3:29])[c:30]([CH3:31])[cH:32][cH:33][cH:34][cH:35]1>>[CH3:1][O:2][c:3]1[cH:4][cH:5][c:6]([N:9]2[CH2:10][CH2:11][C:12](=[O:14])[CH:18]([C:19](=[O:20])[O:21][CH2:22][CH3:23])[CH2:17]2)[cH:7][cH:8]1. The reactants are CC#N, COc1ccc2nc(CCl)sc2n1, Oc1ccc(N2CCNCC2)cc1. RXN SMILES: [CH3:27][C:28]#[N:29].[Cl:1][CH2:2][c:3]1[s:4][c:5]2[n:6][c:7]([O:12][CH3:13])[cH:8][cH:9][c:10]2[n:11]1.[N:14]1([c:20]2[cH:21][cH:22][c:23]([OH:26])[cH:24][cH:25]2)[CH2:15][CH2:16][NH:17][CH2:18][CH2:19]1>>[CH2:2]([c:3]1[s:4][c:5]2[n:6][c:7]([O:12][CH3:13])[cH:8][cH:9][c:10]2[n:11]1)[N:17]1[CH2:16][CH2:15][N:14]([c:20]2[cH:21][cH:22][c:23]([OH:26])[cH:24][cH:25]2)[CH2:19][CH2:18]1. Yields the product COc1ccc2nc(CN3CCN(c4ccc(O)cc4)CC3)sc2n1. Reactants: N(C1=CC=CC=C1)CC(=O)OCC (ethyl 2-anilinoacetate), CC=1C=C(C=CC1)NC(NCC(=O)O)=O (2-[3-(3-methylphenyl)ureido]acetic acid), S(=O)(Cl)Cl (thionyl chloride). Yields the product CC=1C=C(C=CC1)NC(NCC(=O)N(C1=CC=CC=C1)CC(=O)OCC)=O (ethyl 2-{2-[3-(3-methylphenyl)ureido]-N-phenylacetamido}acetate). Isolated yield 44.1%. RXN SMILES: [NH:1]([CH2:8][C:9]([O:11][CH2:12][CH3:13])=[O:10])[C:2]1[CH:7]=[CH:6][CH:5]=[CH:4][CH:3]=1.[CH3:14][C:15]1[CH:16]=[C:17]([NH:21][C:22](=[O:28])[NH:23][CH2:24][C:25](O)=[O:26])[CH:18]=[CH:19][CH:20]=1.S(Cl)(Cl)=O>>[CH3:14][C:15]1[CH:16]=[C:17]([NH:21][C:22](=[O:28])[NH:23][CH2:24][C:25]([N:1]([CH2:8][C:9]([O:11][CH2:12][CH3:13])=[O:10])[C:2]2[CH:7]=[CH:6][CH:5]=[CH:4][CH:3]=2)=[O:26])[CH:18]=[CH:19][CH:20]=1. Reported procedure: Working in a manner similar to that described in Example 28, but starting with ethyl 2-anilinoacetate (2.2 g), 2-[3-(3-methylphenyl)ureido]acetic acid (2.6 g) and thionyl chloride (1.50 g), and after recrystallization in isopropanol, ethyl 2-{2-[3-(3-methylphenyl)ureido]-N-phenylacetamido}acetate (2 g), m.p. 181° C., is obtained. Procedure: To a mixture of 3-(pyridin-2-yl)-4-(trifluoromethyl)isoxazole-5-carboxylic acid, Int-IV (45 mg, 0.174 mmol), (3S)-ethyl 1-(2-hydroxy-2-(4-((E)-N′-hydroxycarbamimidoyl)phenyl)ethyl)piperidine-3-carboxylate (70 mg, 0.209 mmol), and BOP-Cl (53 mg, 0.208 mmol) in DMF (5 mL) was added TEA (0.073 mL, 0.523 mmol). The reaction mixture was stirred at room temperature for 2 hr then TBAF (0.174 mL, 0.174 mmol) was added. Next, the reaction mixture was stirred for 3 days. The reaction mixture was diluted w... The solvent is CN(C)C=O (DMF), C(C)(=O)OCC (ethyl acetate). RXN SMILES: [N:1]1[CH:6]=[CH:5][CH:4]=[CH:3][C:2]=1[C:7]1[C:11]([C:12]([F:15])([F:14])[F:13])=[C:10]([C:16]([OH:18])=O)[O:9][N:8]=1.[OH:19][CH:20]([C:33]1[CH:38]=[CH:37][C:36](/[C:39](=[N:41]\O)/[NH2:40])=[CH:35][CH:34]=1)[CH2:21][N:22]1[CH2:27][CH2:26][CH2:25][C@H:24]([C:28]([O:30][CH2:31][CH3:32])=[O:29])[CH2:23]1.C1N(P(Cl)(N2C(=O)OCC2)=O)C(=O)OC1.CCCC[N+](CCCC)(CCCC)CCCC.[F-]>CN(C=O)C.C(OCC)(=O)C>[OH:19][CH:20]([C:33]1[CH:38]=[CH:37][C:36]([C:39]2[N:41]=[C:16]([C:10]3[O:9][N:8]=[C:7]([C:2]4[CH:3]=[CH:4][CH:5]=[CH:6][N:1]=4)[C:11]=3[C:12]([F:13])([F:14])[F:15])[O:18][N:40]=2)=[CH:35][CH:34]=1)[CH2:21][N:22]1[CH2:27][CH2:26][CH2:25][C@H:24]([C:28]([O:30][CH2:31][CH3:32])=[O:29])[CH2:23]1 |f:3.4|. Run at time 2 hour. Starting materials: TEA, N1=C(C=CC=C1)C1=NOC(=C1C(F)(F)F)C(=O)O (3-(pyridin-2-yl)-4-(trifluoromethyl)isoxazole-5-carboxylic acid), OC(CN1C[C@H](CCC1)C(=O)OCC)C1=CC=C(C=C1)\C(\N)=N/O ((3S)-ethyl 1-(2-hydroxy-2-(4-((E)-N′-hydroxycarbamimidoyl)phenyl)ethyl)piperidine-3-carboxylate), C1COC(=O)N1P(=O)(N2CCOC2=O)Cl (BOP-Cl), CCCC[N+](CCCC)(CCCC)CCCC.[F-] (TBAF). The product is OC(CN1C[C@H](CCC1)C(=O)OCC)C1=CC=C(C=C1)C1=NOC(=N1)C1=C(C(=NO1)C1=NC=CC=C1)C(F)(F)F ((3S)-ethyl 1-(2-hydroxy-2-(4-(5-(3-(pyridin-2-yl)-4-(trifluoromethyl)isoxazol-5-yl)-1,2,4-oxadiazol-3-yl)phenyl)ethyl)piperidine-3-carboxylate). Reactants: COC(=O)Cn1c(C)c(Cc2ncccc2S(=O)(=O)c2ccccc2)c2cc(F)ccc21, [Li+], C1CCOC1, [OH-]. Product: Cc1c(Cc2ncccc2S(=O)(=O)c2ccccc2)c2cc(F)ccc2n1CC(=O)O. As a reaction SMILES: [CH3:1][O:2][C:3]([CH2:4][n:5]1[c:6]([CH3:31])[c:7]([CH2:15][c:16]2[n:17][cH:18][cH:19][cH:20][c:21]2[S:22](=[O:23])(=[O:24])[c:25]2[cH:26][cH:27][cH:28][cH:29][cH:30]2)[c:8]2[cH:9][c:10]([F:14])[cH:11][cH:12][c:13]12)=[O:32].[Li+:33].[O:35]1[CH2:36][CH2:37][CH2:38][CH2:39]1.[OH-:34]>>[O:2]=[C:3]([CH2:4][n:5]1[c:6]([CH3:31])[c:7]([CH2:15][c:16]2[n:17][cH:18][cH:19][cH:20][c:21]2[S:22](=[O:23])(=[O:24])[c:25]2[cH:26][cH:27][cH:28][cH:29][cH:30]2)[c:8]2[cH:9][c:10]([F:14])[cH:11][cH:12][c:13]12)[OH:32]. The reactants are C(C)(C)(C)OC(NCCN)=O ((2-amino-ethyl)-carbamic acid tert-butyl ester), ClC1=CC=C(C=O)C=C1 (4-chloro-benzaldehyde), C(C)(=O)O[BH-](OC(C)=O)OC(C)=O.[Na+] (sodium triacetoxyborohydride). Solvent: ClCCCl (1,2-dichloroethane). Conditions: time 40 minute. Product: C(C)(C)(C)OC(NCCNCC1=CC=C(C=C1)Cl)=O ([2-(4-chlorobenzylamino)-ethyl]-carbamic acid tert-butyl ester). Yield: 60.6%. Reaction SMILES: [C:1]([O:5][C:6](=[O:11])[NH:7][CH2:8][CH2:9][NH2:10])([CH3:4])([CH3:3])[CH3:2].[Cl:12][C:13]1[CH:20]=[CH:19][C:16]([CH:17]=O)=[CH:15][CH:14]=1.C(O[BH-](OC(=O)C)OC(=O)C)(=O)C.[Na+]>ClCCCl>[C:1]([O:5][C:6](=[O:11])[NH:7][CH2:8][CH2:9][NH:10][CH2:17][C:16]1[CH:19]=[CH:20][C:13]([Cl:12])=[CH:14][CH:15]=1)([CH3:4])([CH3:2])[CH3:3] |f:2.3|. Reported procedure: The (2-amino-ethyl)-carbamic acid tert-butyl ester (5.00 g, 31.2 mmol) and 4-chloro-benzaldehyde (4.61 g, 32.77 mmol) were dissolved in 60 mL of 1,2-dichloroethane at room temperature. The reaction mixture was allowed to stir for 40 minutes prior to treatment with sodium triacetoxyborohydride (9.90 g, 46.8 mmol). The mixture was allowed to stir overnight to completion and quenched with a saturated NaHCO3 solution. The aqueous was extracted with DCM, separated, dried over MgSO4, and concentrated ...